Dataset: the Open Reaction Database (ORD), a public repository of structured organic reaction records. Task: describe an organic reaction: reactants, conditions, products, and yield Reactants: O=C([O-])[O-], CS(C)=O, O=C(OCc1ccccc1)N1CC2CC1CCN2, CCOC(=O)c1ccc(F)cc1, [K+], [K+], O. Yields the product CCOC(=O)c1ccc(N2CCC3CC2CN3C(=O)OCc2ccccc2)cc1. As a reaction SMILES: [C:31](=[O:32])([O-:33])[O-:34].[CH3:37][S:38]([CH3:39])=[O:40].[CH:1]12[NH:2][CH2:3][CH2:4][CH:5]([N:6]([C:8](=[O:9])[O:10][CH2:11][c:12]3[cH:13][cH:14][cH:15][cH:16][cH:17]3)[CH2:7]1)[CH2:18]2.[F:19][c:20]1[cH:21][cH:22][c:23]([C:24](=[O:25])[O:26][CH2:27][CH3:28])[cH:29][cH:30]1.[K+:35].[K+:36].[OH2:41]>>[CH:1]12[N:2]([c:20]3[cH:21][cH:22][c:23]([C:24](=[O:25])[O:26][CH2:27][CH3:28])[cH:29][cH:30]3)[CH2:3][CH2:4][CH:5]([N:6]([C:8](=[O:9])[O:10][CH2:11][c:12]3[cH:13][cH:14][cH:15][cH:16][cH:17]3)[CH2:7]1)[CH2:18]2. The reactants are C(CCC)OCCOC1=CC=C(C=C1)C=1C=CC2=C(C=C(CCN2C(C(F)(F)F)=O)C(=O)NC2=CC(=C(C=C2)C(C2=[N+](C=CC(=C2)C)[O-])O)OCC)C1 (7-[4-(2-butoxyethoxy)phenyl]-N-[3-ethoxy-4-[hydroxy(4-methyl-1-oxidopyridin-2-yl)methyl]phenyl]-1-trifluoroacetyl-2,3-dihydro-1H-1-benzazepine-4-carboxamide), [BH4-].[Na+] (sodium borohydride). The solvent is C(C)O (ethanol). Run at time 8 hour. The product is C(CCC)OCCOC1=CC=C(C=C1)C=1C=CC2=C(C=C(CCN2)C(=O)NC2=CC(=C(C=C2)C(C2=[N+](C=CC(=C2)C)[O-])O)OCC)C1 (7-[4-(2-butoxyethoxy)phenyl]-N-[3-ethoxy-4-[hydroxy(4-methyl-1-oxidopyridin-2-yl)methyl]phenyl]-2,3-dihydro-1H-1-benzazepine-4-carboxamide). Yield: 89.3%. RXN SMILES: [CH2:1]([O:5][CH2:6][CH2:7][O:8][C:9]1[CH:14]=[CH:13][C:12]([C:15]2[CH:16]=[CH:17][C:18]3[N:24](C(=O)C(F)(F)F)[CH2:23][CH2:22][C:21]([C:31]([NH:33][C:34]4[CH:39]=[CH:38][C:37]([CH:40]([OH:49])[C:41]5[CH:46]=[C:45]([CH3:47])[CH:44]=[CH:43][N+:42]=5[O-:48])=[C:36]([O:50][CH2:51][CH3:52])[CH:35]=4)=[O:32])=[CH:20][C:19]=3[CH:53]=2)=[CH:11][CH:10]=1)[CH2:2][CH2:3][CH3:4].[BH4-].[Na+]>C(O)C>[CH2:1]([O:5][CH2:6][CH2:7][O:8][C:9]1[CH:10]=[CH:11][C:12]([C:15]2[CH:16]=[CH:17][C:18]3[NH:24][CH2:23][CH2:22][C:21]([C:31]([NH:33][C:34]4[CH:39]=[CH:38][C:37]([CH:40]([OH:49])[C:41]5[CH:46]=[C:45]([CH3:47])[CH:44]=[CH:43][N+:42]=5[O-:48])=[C:36]([O:50][CH2:51][CH3:52])[CH:35]=4)=[O:32])=[CH:20][C:19]=3[CH:53]=2)=[CH:13][CH:14]=1)[CH2:2][CH2:3][CH3:4] |f:1.2|. Procedure: 7-[4-(2-butoxyethoxy)phenyl]-N-[3-ethoxy-4-[hydroxy(4-methyl-1-oxidopyridin-2-yl)methyl]phenyl]-1-trifluoroacetyl-2,3-dihydro-1H-1-benzazepine-4-carboxamide (0.85 g) was dissolved in ethanol (200 ml), and to the solution, sodium borohydride (0.13 g) was added under ice-cooling and the mixture was stirred overnight at room temperature. The solvent was distilled off, and to the residue was added water, and the mixture was extracted with ethyl acetate. The organic layer was washed with water and sa... Starting materials: N1C(=NC2=C1C=CC=C2)C(C=2C=C(C=CC2)C#CCCCN)OC2CCN(CC2)C (5-{3-[(1H-benzimidazol-2-yl)(1-methylpiperidin-4-yloxy)-methyl]phenyl}pent-4-ynylamine), O (water), [OH-].[K+] (potassium hydroxide). The reagents and catalysts are C(C)(=O)[O-].[Pd+2].C(C)(=O)[O-] (palladium(II) acetate). Run in CN(C=O)C (N,N-dimethylformamide). Reaction conditions: temperature 120 celsius, time 24 hour. The product is N1C(=NC2=C1C=CC=C2)C(C=2C=C(C=CC2)C=CCCCN)OC2CCN(CC2)C (5-{3-[(1H-benzimidazol-2-yl)(1-methylpiperidin-4-yloxy)methyl]phenyl}pent-4-enylamine). As a reaction SMILES: [NH:1]1[C:5]2[CH:6]=[CH:7][CH:8]=[CH:9][C:4]=2[N:3]=[C:2]1[CH:10]([O:23][CH:24]1[CH2:29][CH2:28][N:27]([CH3:30])[CH2:26][CH2:25]1)[C:11]1[CH:12]=[C:13]([C:17]#[C:18][CH2:19][CH2:20][CH2:21][NH2:22])[CH:14]=[CH:15][CH:16]=1.O.[OH-].[K+]>CN(C)C=O.C([O-])(=O)C.[Pd+2].C([O-])(=O)C>[NH:1]1[C:5]2[CH:6]=[CH:7][CH:8]=[CH:9][C:4]=2[N:3]=[C:2]1[CH:10]([O:23][CH:24]1[CH2:29][CH2:28][N:27]([CH3:30])[CH2:26][CH2:25]1)[C:11]1[CH:12]=[C:13]([CH:17]=[CH:18][CH2:19][CH2:20][CH2:21][NH2:22])[CH:14]=[CH:15][CH:16]=1 |f:2.3,5.6.7|. Procedure details: To a solution of 5-{3-[(1H-benzimidazol-2-yl)(1-methylpiperidin-4-yloxy)-methyl]phenyl}pent-4-ynylamine (200 mg) in N,N-dimethylformamide (1.8 mL) are added water (0.05 mL), potassium hydroxide (42 mg) and palladium(II) acetate. The tube is evacuated, filled with argon and sealed. After stirring at 120° C. for 24 h, the mixture is filtered on celite, and the solvent removed under reduced pressure.diluted with water and the aqueous phase is extracted with ethyl acetate. The pooled organic extract...